This data is from the Open Reaction Database (ORD), a public repository of structured organic reaction records. The task is: describe an organic reaction: reactants, conditions, products, and yield Reactants: C=CCC1=CC(C(=O)O)N(C(=O)CCSC(C)=O)C1, N. Yields the product C=CCC1=CC(C(=O)O)N(C(=O)CCS)C1. As a reaction SMILES: [C:1](=[O:2])([CH3:3])[S:4][CH2:5][CH2:6][C:7](=[O:8])[N:9]1[CH:10]([C:17](=[O:18])[OH:19])[CH:11]=[C:12]([CH2:14][CH:15]=[CH2:16])[CH2:13]1.[NH3:20]>>[SH:4][CH2:5][CH2:6][C:7](=[O:8])[N:9]1[CH:10]([C:17](=[O:18])[OH:19])[CH:11]=[C:12]([CH2:14][CH:15]=[CH2:16])[CH2:13]1. Starting materials: Cc1ccc(-c2ccc(C(=O)O)cc2)nc1, Cc1c(C2CC2)nc2ccc([N+](=O)[O-])cn12. Product: Cc1ccc(-c2ccc(C(=O)Nc3ccc4nc(C5CC5)c(C)n4c3)cc2)nc1. As a reaction SMILES: [CH3:17][c:18]1[cH:19][cH:20][c:21](-[c:24]2[cH:25][cH:26][c:27]([C:30](=[O:31])[OH:32])[cH:28][cH:29]2)[n:22][cH:23]1.[CH:1]1([c:4]2[n:5][c:6]3[n:7]([cH:8][c:9]([N+:12]([O-:13])=[O:14])[cH:10][cH:11]3)[c:15]2[CH3:16])[CH2:2][CH2:3]1>>[CH:1]1([c:4]2[n:5][c:6]3[n:7]([cH:8][c:9]([NH:12][C:30]([c:27]4[cH:26][cH:25][c:24](-[c:21]5[cH:20][cH:19][c:18]([CH3:17])[cH:23][n:22]5)[cH:29][cH:28]4)=[O:31])[cH:10][cH:11]3)[c:15]2[CH3:16])[CH2:2][CH2:3]1. Reactants: C(C)OC(NS(=O)(=O)C1=CC2=C(CCN(CC2)C(N(C)C)=O)C=C1)=O ([(3-dimethylcarbamoyl-2,3,4,5-tetrahydro-1H-3-benzazepin-7-yl)sulfonyl]carbamic acid ethyl ester), C1(CCCC1)CN (cyclopentylmethylamine). Yields the product C1(CCCC1)CNC(=O)NS(=O)(=O)C1=CC2=C(CCN(CC2)C(N(C)C)=O)C=C1 (1-cyclopentylmethyl-3-[(3-dimethylcarbamoyl-2,3,4,5-tetrahydro-1H-3-benzazepin-7-yl)-sulfonyl]urea). As a reaction SMILES: C([O:3][C:4](=O)[NH:5][S:6]([C:9]1[CH:24]=[CH:23][C:12]2[CH2:13][CH2:14][N:15]([C:18](=[O:22])[N:19]([CH3:21])[CH3:20])[CH2:16][CH2:17][C:11]=2[CH:10]=1)(=[O:8])=[O:7])C.[CH:26]1([CH2:31][NH2:32])[CH2:30][CH2:29][CH2:28][CH2:27]1>>[CH:26]1([CH2:31][NH:32][C:4]([NH:5][S:6]([C:9]2[CH:24]=[CH:23][C:12]3[CH2:13][CH2:14][N:15]([C:18](=[O:22])[N:19]([CH3:20])[CH3:21])[CH2:16][CH2:17][C:11]=3[CH:10]=2)(=[O:7])=[O:8])=[O:3])[CH2:30][CH2:29][CH2:28][CH2:27]1. Reported procedure: By the reaction of [(3-dimethylcarbamoyl-2,3,4,5-tetrahydro-1H-3-benzazepin-7-yl)sulfonyl]carbamic acid ethyl ester with cyclopentylmethylamine in a manner analogous to that described in Example 12, there is obtained 1-cyclopentylmethyl-3-[(3-dimethylcarbamoyl-2,3,4,5-tetrahydro-1H-3-benzazepin-7-yl)-sulfonyl]urea, m.p. 165°-166° C.